describe an organic reaction: reactants, conditions, products, and yield From a dataset of the Open Reaction Database (ORD), a public repository of structured organic reaction records. The reactants are O1C2=C(OCC1)C=C(C=C2)C(=O)N[C@H]2C[C@@H](N(CC2)C(=O)OC(C)(C)C)C2=NC1=C(N2CCOS(=O)(=O)C)C=CC=C1 ((2R,4R)-tert-butyl 4-(2,3-dihydrobenzo[b][1,4]dioxine-6-carboxamido)-2-(1-(2-(methylsulfonyloxy)ethyl)-1H-benzo[d]imidazol-2-yl)piperidine-1-carboxylate), O (Water), C(C)(=O)OCC (ethyl acetate), C(=O)([O-])[O-].[K+].[K+] (K2CO3). Run in C(=O)(C(F)(F)F)O (TFA). Conditions: time 2 hour. Product: O1C2=C(OCC1)C=C(C=C2)C(=O)N[C@H]2C[C@@H](N(CC2)C(=O)OC(C)(C)C)C2=NC1=C(N2CCOC2OCCCC2)C=CC=C1 ((2R,4R)-tert-butyl 4-(2,3-dihydrobenzo[b][1,4]dioxine-6-carboxamido)-2-(1-(2-(tetrahydro-2H-pyran-2-yloxy)ethyl)-1H-benzo[d]imidazol-2-yl)piperidine-1-carboxylate). Isolated yield 60.0%. Reaction SMILES: [O:1]1[CH2:6][CH2:5][O:4][C:3]2[CH:7]=[C:8]([C:11]([NH:13][C@@H:14]3[CH2:19][CH2:18][N:17]([C:20]([O:22][C:23]([CH3:26])([CH3:25])[CH3:24])=[O:21])[C@@H:16]([C:27]4[N:31]([CH2:32][CH2:33][O:34]S(C)(=O)=O)[C:30]5[CH:39]=[CH:40][CH:41]=[CH:42][C:29]=5[N:28]=4)[CH2:15]3)=[O:12])[CH:9]=[CH:10][C:2]1=2.[C:43]([O-])([O-])=O.[K+].[K+].O.[C:50]([O:53][CH2:54][CH3:55])(=O)[CH3:51]>C(O)(C(F)(F)F)=O>[O:1]1[CH2:6][CH2:5][O:4][C:3]2[CH:7]=[C:8]([C:11]([NH:13][C@@H:14]3[CH2:19][CH2:18][N:17]([C:20]([O:22][C:23]([CH3:26])([CH3:25])[CH3:24])=[O:21])[C@@H:16]([C:27]4[N:31]([CH2:32][CH2:33][O:34][CH:54]5[CH2:55][CH2:43][CH2:51][CH2:50][O:53]5)[C:30]5[CH:39]=[CH:40][CH:41]=[CH:42][C:29]=5[N:28]=4)[CH2:15]3)=[O:12])[CH:9]=[CH:10][C:2]1=2 |f:1.2.3|. Reported procedure: (2R,4R)-tert-butyl 4-(2,3-dihydrobenzo[b][1,4]dioxine-6-carboxamido)-2-(1-(2-(methylsulfonyloxy)ethyl)-1H-benzo[d]imidazol-2-yl)piperidine-1-carboxylate (65 mg, 0.11 mmol) was dissolved in TFA (1 mL) and stirred at room temperature for 2 hours. The reaction mixture was concentrated to removed TFA, the residue was dissolved in DMF (1 mL) and K2CO3 (30m g, 0.22 mmol) was added to it, the resulting mixture was stirred at 60° C. for over night. Water and ethyl acetate were added to reaction mixture,... The reactants are OC1=CC=C(C(=O)N(C(C)C)C(C)C)C=C1 (4-hydroxy-N,N-bis(1-methylethyl)benzamide), BrCCCCCCl (1-bromo-5-chloropentane), C([O-])([O-])=O.[Cs+].[Cs+] (cesium carbonate), FC1=C(C#N)C=CC(=C1)O (2-fluoro-4-hydroxy-benzonitrile), [H-].[Na+] (sodium hydride), [I-].[Na+] (sodium iodide). Run in CN(C=O)C (N,N-dimethylformamide). Run at temperature 70 celsius. The product is C(#N)C1=C(C=C(OCCCCCOC2=CC=C(C(=O)N(C(C)C)C(C)C)C=C2)C=C1)F (4-[5-(4-cyano-3-fluoro-phenoxy)pentyloxy]-N,N -bis(1-methylethyl)benzamide). RXN SMILES: [OH:1][C:2]1[CH:16]=[CH:15][C:5]([C:6]([N:8]([CH:12]([CH3:14])[CH3:13])[CH:9]([CH3:11])[CH3:10])=[O:7])=[CH:4][CH:3]=1.Br[CH2:18][CH2:19][CH2:20][CH2:21][CH2:22]Cl.C(=O)([O-])[O-].[Cs+].[Cs+].[F:30][C:31]1[CH:38]=[C:37]([OH:39])[CH:36]=[CH:35][C:32]=1[C:33]#[N:34].[H-].[Na+].[I-].[Na+]>CN(C)C=O>[C:33]([C:32]1[CH:35]=[CH:36][C:37]([O:39][CH2:18][CH2:19][CH2:20][CH2:21][CH2:22][O:1][C:2]2[CH:16]=[CH:15][C:5]([C:6]([N:8]([CH:12]([CH3:14])[CH3:13])[CH:9]([CH3:10])[CH3:11])=[O:7])=[CH:4][CH:3]=2)=[CH:38][C:31]=1[F:30])#[N:34] |f:2.3.4,6.7,8.9|. Procedure: A stirred solution of 4-hydroxy-N,N-bis(1-methylethyl)benzamide (500 mg, 2.3 mmol) in 5 mL of N,N-dimethylformamide is treated with 1-bromo-5-chloropentane (300 μL, 2.3 mmol) and cesium carbonate (750 mg, 2.3 mmol) and heated for 2 hours. This is treated with a mixture of 2-fluoro-4-hydroxy-benzonitrile, and 60% sodium hydride (92 mg, 2.3 mmol) in 2 mL of N,N-dimethylformaide followed by sodium iodide (1.04 g, 6.9 mmol). The reaction is heated to 70° C. for 6 hours and partitioned between ethyl ... Reactants: CI, CCOC(=O)CCCOc1cccc(CCCn2c(-c3ccccc3)c(-c3ccccc3)[nH]c2=O)c1, CN(C)C=O. Yields the product CCOC(=O)CCCOc1cccc(CCCn2c(-c3ccccc3)c(-c3ccccc3)n(C)c2=O)c1. Reaction SMILES: [I:37][CH3:38].[O:1]=[c:2]1[n:3]([CH2:19][CH2:20][CH2:21][c:22]2[cH:23][c:24]([O:25][CH2:26][CH2:27][CH2:28][C:29](=[O:30])[O:31][CH2:32][CH3:33])[cH:34][cH:35][cH:36]2)[c:4](-[c:13]2[cH:14][cH:15][cH:16][cH:17][cH:18]2)[c:5](-[c:7]2[cH:8][cH:9][cH:10][cH:11][cH:12]2)[nH:6]1.[O:39]=[CH:40][N:41]([CH3:42])[CH3:43]>>[O:1]=[c:2]1[n:3]([CH2:19][CH2:20][CH2:21][c:22]2[cH:23][c:24]([O:25][CH2:26][CH2:27][CH2:28][C:29](=[O:30])[O:31][CH2:32][CH3:33])[cH:34][cH:35][cH:36]2)[c:4](-[c:13]2[cH:14][cH:15][cH:16][cH:17][cH:18]2)[c:5](-[c:7]2[cH:8][cH:9][cH:10][cH:11][cH:12]2)[n:6]1[CH3:38]. The reactants are ClCCl, CCOC(C)=O, Cl, O=S(=O)(OS(=O)(=O)C(F)(F)F)C(F)(F)F, COC(=O)c1ccc(O)cc1OC, c1ccncc1. The product is COC(=O)c1ccc(OS(=O)(=O)C(F)(F)F)cc1OC. As a reaction SMILES: [CH2:36]([Cl:37])[Cl:38].[CH3:39][CH2:40][O:41][C:42](=[O:43])[CH3:44].[ClH:35].[F:1][C:2]([F:3])([F:4])[S:5](=[O:6])(=[O:7])[O:8][S:9]([C:10]([F:11])([F:12])[F:13])(=[O:14])=[O:15].[OH:16][c:17]1[cH:18][c:19]([O:27][CH3:28])[c:20]([C:21](=[O:22])[O:23][CH3:24])[cH:25][cH:26]1.[cH:29]1[cH:30][cH:31][n:32][cH:33][cH:34]1>>[F:1][C:2]([F:3])([F:4])[S:5](=[O:6])(=[O:7])[O:8][c:17]1[cH:18][c:19]([O:27][CH3:28])[c:20]([C:21](=[O:22])[O:23][CH3:24])[cH:25][cH:26]1. The reactants are COC(=O)[C@@H]1CC[C@H](CC1)C(=O)O (trans-4-(methoxycarbonyl)cyclohexanecarboxylic acid), CO (methanol). Run in O1CCCC1 (tetrahydrofuran). Reaction conditions: time 4 hour. Yields the product COC(=O)[C@@H]1CC[C@H](CC1)CO (trans-4-Hydroxymethyl-cyclohexanecarboxylic acid methyl ester). The yield is 94.6%. Reaction SMILES: [CH3:1][O:2][C:3]([C@H:5]1[CH2:10][CH2:9][C@H:8]([C:11](O)=[O:12])[CH2:7][CH2:6]1)=[O:4].CO>O1CCCC1>[CH3:1][O:2][C:3]([C@H:5]1[CH2:10][CH2:9][C@H:8]([CH2:11][OH:12])[CH2:7][CH2:6]1)=[O:4]. Reported procedure: To a solution of trans-4-(methoxycarbonyl)cyclohexanecarboxylic acid (10.0 g, 53.7 mmol) in tetrahydrofuran (540 ml) was added borane-dimethylsulfide complex (6.80 g, 80.6 mmol) at 0-5° C. The cooling bath was removed after 15 minutes and the mixture was stirred for 4 h. The reaction mixture was quenched with methanol (17.2 g, 537 mmol), stirred for 20 minutes and concentrated in vacuo. The residue was triturated in tert-butyl methyl ether (300 ml) and filtrated over a pad of Decalite. The filtr...